From a dataset of the Open Reaction Database (ORD), a public repository of structured organic reaction records. describe an organic reaction: reactants, conditions, products, and yield The reactants are Example 36d, N1(C=NC=C1)C1C(NC(C2=CC=CC=C12)=O)(C)C (4-imidazol-1-yl-3,3-dimethyl-3,4-dihydro-2H-isoquinolin-1-one), CI (methyl iodide), [H-].[Na+] (NaH), oil. Solvent: CN(C)C=O (DMF). Reaction conditions: time 10 minute. The product is N1(C=NC=C1)C1C(N(C(C2=CC=CC=C12)=O)C)(C)C (4-imidazol-1-yl-2,3,3-trimethyl-3,4-dihydro-2H-isoquinolin-1-one). RXN SMILES: [N:1]1([CH:6]2[C:15]3[C:10](=[CH:11][CH:12]=[CH:13][CH:14]=3)[C:9](=[O:16])[NH:8][C:7]2([CH3:18])[CH3:17])[CH:5]=[CH:4][N:3]=[CH:2]1.[H-].[Na+].[CH3:21]I>CN(C=O)C>[N:1]1([CH:6]2[C:15]3[C:10](=[CH:11][CH:12]=[CH:13][CH:14]=3)[C:9](=[O:16])[N:8]([CH3:21])[C:7]2([CH3:18])[CH3:17])[CH:5]=[CH:4][N:3]=[CH:2]1 |f:1.2|. Reported procedure: To a solution of 4-imidazol-1-yl-3,3-dimethyl-3,4-dihydro-2H-isoquinolin-1-one, which can be prepared as described in Example 36d (140 mg, 0.58 mmol) in DMF (8 mL) at −10° C. is added NaH [60% dispersion in oil (30 mg, 0.75 mmol)]. After 10 min, the reaction is warmed to room temperature for 5 min and then re-cooled to −10° C. The reaction is then charged with methyl iodide (0.075 mL, 1.2 mmol) and placed at room temperature. After 20 min, the reaction is cooled to −10° C., quenched with saturat...